Task: describe an organic reaction: reactants, conditions, products, and yield. Dataset: the Open Reaction Database (ORD), a public repository of structured organic reaction records Starting materials: N(=[N+]=[N-])CC1=C(C=CC=C1)C=1N=NSC1 (4-(2-azidomethyl-phenyl)-[1,2,3]thiadiazole), C1(=CC=CC=C1)P(C1=CC=CC=C1)C1=CC=CC=C1 (triphenylphosphine), O (water). Run in O1CCCC1 (tetrahydrofuran). Product: S1N=NC(=C1)C1=C(CN)C=CC=C1 (2-[1,2,3]thiadiazole-4-yl-benzylamine). As a reaction SMILES: [N:1]([CH2:4][C:5]1[CH:10]=[CH:9][CH:8]=[CH:7][C:6]=1[C:11]1[N:12]=[N:13][S:14][CH:15]=1)=[N+]=[N-].C1(P(C2C=CC=CC=2)C2C=CC=CC=2)C=CC=CC=1.O>O1CCCC1>[S:14]1[CH:15]=[C:11]([C:6]2[CH:7]=[CH:8][CH:9]=[CH:10][C:5]=2[CH2:4][NH2:1])[N:12]=[N:13]1. Reported procedure: A solution of 4-(2-azidomethyl-phenyl)-[1,2,3]thiadiazole (1.0 g, 4.6 mmol), triphenylphosphine (1.4 g, 5.5 mmol) and water (0.12 ml, 6.9 mmol) in tetrahydrofuran (20 ml) was stirred at room temperature overnight. Solvent evaporation and flash chromatography (silica gel, chloroform-2-propanol, 95:5-92:8) gave 2-[1,2,3]thiadiazole-4-yl-benzylamine; 1H NMR (CDCl3, 300 MHz) δ8.87 (s, 1H), 7.67 (d, 1H, J=8 Hz), 7.45 (m, 3H), 3.88 (s, 2H).